Dataset: the Open Reaction Database (ORD), a public repository of structured organic reaction records. Task: describe an organic reaction: reactants, conditions, products, and yield The reactants are C(C)(C)[N-]C(C)C.[Li+] (lithium diisopropylamide), O (water), C1(CCCC1)C#N (cyclopentanecarbonitrile), BrCC(OC)OC (1-bromo-2,2dimethoxyethane). The solvent is C1CCOC1 (THF), C1CCOC1 (THF). Run at time 5 minute. The product is COC(CC1(CCCC1)C#N)OC (1-(2,2-Dimethoxyethyl)cyclopentanecarbonitrile). RXN SMILES: [CH:1]1([C:6]#[N:7])[CH2:5][CH2:4][CH2:3][CH2:2]1.C([N-]C(C)C)(C)C.[Li+].Br[CH2:17][CH:18]([O:21][CH3:22])[O:19][CH3:20].O>C1COCC1>[CH3:20][O:19][CH:18]([O:21][CH3:22])[CH2:17][C:1]1([C:6]#[N:7])[CH2:5][CH2:4][CH2:3][CH2:2]1 |f:1.2|. Procedure details: 0.1 mol of cyclopentanecarbonitrile in 50 ml of THF is added in a rapid dropwise manner to a solution, stirred at 78° C. under an argon atmosphere, of 0.1 mol of lithium diisopropylamide (prepared from 0.1 mol of diisopropylamine and 63 ml of 1.6M butyllithium in hexane) in 250 ml of anhydrous THF. The mixture is stirred for 5 minutes at this temperature before adding 0.11 mol of 1-bromo-2,2dimethoxyethane. The mixture is allowed to return to room temperature and is hydrolyzed using 150 ml of wa...